From a dataset of the Open Reaction Database (ORD), a public repository of structured organic reaction records. describe an organic reaction: reactants, conditions, products, and yield Yields the product O1C=C(C=C1)SCCC(=O)O (3-(3-Furylthio)propionic Acid). Reaction conditions: time 4 hour. The reactants are O1C=C(C=C1)SCCC(=O)OCC (ethyl 3-(3-furylthio)propionate), [OH-].[K+] (potassium hydroxide). Yield: 33.5%. Reaction SMILES: [O:1]1[CH:5]=[CH:4][C:3]([S:6][CH2:7][CH2:8][C:9]([O:11]CC)=[O:10])=[CH:2]1.[OH-].[K+]>C(O)C.O>[O:1]1[CH:5]=[CH:4][C:3]([S:6][CH2:7][CH2:8][C:9]([OH:11])=[O:10])=[CH:2]1 |f:1.2|. Procedure details: A mixture of ethyl 3-(3-furylthio)propionate (0.52 g, 0.0026 mole) and potassium hydroxide (0.29 g, 0.0052 m) in ethanol (25 ml) and water (1.0 ml) was stirred at ambient temperature for 4 hours. The mixture was concentrated in vacuo below 40° C., water (20 ml) was added to the residue and the solution extracted with methylene chloride (20 ml). The aqueous layer was acidified with 3NHCl, extracted with methylene chloride (3×25 ml) and the combined extracts washed twice with water. After drying o... Solvent: C(C)O (ethanol), O (water).